Dataset: the Open Reaction Database (ORD), a public repository of structured organic reaction records. Task: describe an organic reaction: reactants, conditions, products, and yield Reaction conditions: time 3 hour. RXN SMILES: [F:1][C:2]1[CH:7]=[CH:6][C:5]([O:8][CH3:9])=[CH:4][CH:3]=1.CN(CCN(CCN(C)C)C)C.C([Li])CCC.B(OC)(OC)[O:28]C.OO>O.C(O)(=O)C.C1COCC1>[F:1][C:2]1[CH:7]=[CH:6][C:5]([O:8][CH3:9])=[CH:4][C:3]=1[OH:28]. Reactants: OO (hydrogen peroxide), C(CCC)[Li] (n-butyllithium), B(OC)(OC)OC (trimethyl borate), FC1=CC=C(C=C1)OC (1-fluoro-4-methoxybenzene), CN(C)CCN(C)CCN(C)C (N,N,N′,N′,N″-pentamethyldiethylenetriamine). Product: crude product, FC1=C(C=C(C=C1)OC)O (1-fluoro-2-hydroxy-4-methoxybenzene). The solvent is C(C)(=O)O (acetic acid), O (water), C1CCOC1 (THF). Reported procedure: To a 200 ml THF solution containing 50.1 g of 1-fluoro-4-methoxybenzene and 70 g of N,N,N′,N′,N″-pentamethyldiethylenetriamine there was added dropwise 150 ml of n-butyllithium (2.66 M, hexane solution) at −74° C. over a period of 30 minutes, under a nitrogen atmosphere. After stirring between −74° C. and −70° C. for 3 hours, 100 ml of trimethyl borate was added. The temperature of the reaction mixture was then slowly raised to room temperature. Next, 70 ml of acetic acid and 75 ml of a 30% hydr... The product is COc1c(C)c(-c2ccc(OCc3ccccc3)cc2)c(Oc2ccc(C=CC(=O)O)cc2)c2ccc(OCc3ccccc3)cc12. Reactants: CCOC(=O)C=Cc1ccc(Oc2c(-c3ccc(OCc4ccccc4)cc3)c(C)c(OC)c3cc(OCc4ccccc4)ccc23)cc1, CO, ClC(Cl)Cl. RXN SMILES: [CH3:1][c:2]1[c:3](-[c:36]2[cH:37][cH:38][c:39]([O:42][CH2:43][c:44]3[cH:45][cH:46][cH:47][cH:48][cH:49]3)[cH:40][cH:41]2)[c:4]([O:22][c:23]2[cH:24][cH:25][c:26]([CH:29]=[CH:30][C:31](=[O:32])[O:33][CH2:34][CH3:35])[cH:27][cH:28]2)[c:5]2[cH:6][cH:7][c:8]([O:14][CH2:15][c:16]3[cH:17][cH:18][cH:19][cH:20][cH:21]3)[cH:9][c:10]2[c:11]1[O:12][CH3:13].[CH3:54][OH:55].[Cl:50][CH:51]([Cl:52])[Cl:53]>>[CH3:1][c:2]1[c:3](-[c:36]2[cH:37][cH:38][c:39]([O:42][CH2:43][c:44]3[cH:45][cH:46][cH:47][cH:48][cH:49]3)[cH:40][cH:41]2)[c:4]([O:22][c:23]2[cH:24][cH:25][c:26]([CH:29]=[CH:30][C:31](=[O:32])[OH:33])[cH:27][cH:28]2)[c:5]2[cH:6][cH:7][c:8]([O:14][CH2:15][c:16]3[cH:17][cH:18][cH:19][cH:20][cH:21]3)[cH:9][c:10]2[c:11]1[O:12][CH3:13]. The reactants are FC(C=1C=C(C=C(C1)C(F)(F)F)C(C(=O)N(C)C=1C=NC(=CC1C1=C(C=C(C=C1)F)C)Cl)(C)C)(F)F (2-[3,5-bis(trifluoromethyl)phenyl]-N-[6-chloro-4-(4-fluoro-2-methylphenyl)-3-pyridinyl]-N,2-dimethylpropanamide), CC(C)(C)OC(=O)N[C@@H](C(=O)OC)CC#C (methyl (2R)-2-({[(1,1-dimethylethyl)oxy]carbonyl}amino)-4-pentynoate), CC(C)(C)OC(=O)N[C@@H](C(=O)OC)CC#C (methyl (2R)-2-({[(1,1-dimethylethyl)oxy]carbonyl}amino)-4-pentynoate), C(C)(C)NC(C)C (diisopropylamine). The reagents and catalysts are Cl[Pd]([P](C1=CC=CC=C1)(C2=CC=CC=C2)C3=CC=CC=C3)([P](C4=CC=CC=C4)(C5=CC=CC=C5)C6=CC=CC=C6)Cl (Pd(PPh3)2Cl2), [Cu]I (copper(I) iodide), C1(=CC=CC=C1)P(C1=CC=CC=C1)C1=CC=CC=C1 (triphenylphoshine). Run in C(C)N(CC)CC (triethylamine), O (water). Yields the product FC(C=1C=C(C=C(C1)C(F)(F)F)C(C(=O)N(C=1C(=CC(=NC1)C#CC[C@H](C(=O)OC)NC(=O)OC(C)(C)C)C1=C(C=C(C=C1)F)C)C)(C)C)(F)F (methyl (2R)-5-[5-[{2-[3,5-bis(trifluoromethyl)phenyl]-2-methylpropanoyl}(methyl)amino]-4-(4-fluoro-2-methylphenyl)-2-pyridinyl]-2-({[(1,1-dimethylethyl)oxy]carbonyl}amino)-4-pentynoate). The yield is 168.5%. RXN SMILES: [F:1][C:2]([F:36])([F:35])[C:3]1[CH:4]=[C:5]([C:13]([CH3:34])([CH3:33])[C:14]([N:16]([C:18]2[CH:19]=[N:20][C:21](Cl)=[CH:22][C:23]=2[C:24]2[CH:29]=[CH:28][C:27]([F:30])=[CH:26][C:25]=2[CH3:31])[CH3:17])=[O:15])[CH:6]=[C:7]([C:9]([F:12])([F:11])[F:10])[CH:8]=1.[CH3:37][C:38]([O:41][C:42]([NH:44][C@H:45]([CH2:50][C:51]#[CH:52])[C:46]([O:48][CH3:49])=[O:47])=[O:43])([CH3:40])[CH3:39].C(NC(C)C)(C)C>C(N(CC)CC)C.O.Cl[Pd](Cl)([P](C1C=CC=CC=1)(C1C=CC=CC=1)C1C=CC=CC=1)[P](C1C=CC=CC=1)(C1C=CC=CC=1)C1C=CC=CC=1.[Cu]I.C1(P(C2C=CC=CC=2)C2C=CC=CC=2)C=CC=CC=1>[F:1][C:2]([F:36])([F:35])[C:3]1[CH:4]=[C:5]([C:13]([CH3:34])([CH3:33])[C:14]([N:16]([CH3:17])[C:18]2[C:23]([C:24]3[CH:29]=[CH:28][C:27]([F:30])=[CH:26][C:25]=3[CH3:31])=[CH:22][C:21]([C:52]#[C:51][CH2:50][C@@H:45]([NH:44][C:42]([O:41][C:38]([CH3:40])([CH3:39])[CH3:37])=[O:43])[C:46]([O:48][CH3:49])=[O:47])=[N:20][CH:19]=2)=[O:15])[CH:6]=[C:7]([C:9]([F:12])([F:11])[F:10])[CH:8]=1 |^1:70,89|. Procedure details: A solution of 2-[3,5-bis(trifluoromethyl)phenyl]-N-[6-chloro-4-(4-fluoro-2-methylphenyl)-3-pyridinyl]-N,2-dimethylpropanamide (WO2005/002577, 1.05 g, 1.97 mmol), methyl (2R)-2-({[(1,1-dimethylethyl)oxy]carbonyl}amino)-4-pentynoate (Intermediate 11, 1.343 g, 5.91 mmol), Pd(PPh3)2Cl2 (69 mg, 0.098 mmol), copper(I) iodide (19 mg, 0.100 mmol) and triphenylphoshine (52 mg, 0.198 mmol) in triethylamine (2 ml)/diisopropylamine (8 ml) was heated at 100° C. under microwave irradiation for 30 min. This re... The reactants are CCN(C(C)C)C(C)C, O=C1COc2ccc(S(=O)(=O)Cl)cc2N1, CN(C)C=O, Nc1cc(-c2cc3ccccc3s2)c2[nH]ncc2c1. Product: O=C1COc2ccc(S(=O)(=O)Nc3cc(-c4cc5ccccc5s4)c4[nH]ncc4c3)cc2N1. Reaction SMILES: [CH2:20]([N:21]([CH:22]([CH3:23])[CH3:24])[CH:25]([CH3:26])[CH3:27])[CH3:28].[O:29]=[C:30]1[CH2:31][O:32][c:33]2[c:34]([cH:36][c:37]([S:40](=[O:41])(=[O:42])[Cl:43])[cH:38][cH:39]2)[NH:35]1.[O:44]=[CH:45][N:46]([CH3:47])[CH3:48].[s:1]1[c:2]2[c:3]([cH:4][c:5]1-[c:6]1[cH:7][c:8]([NH2:15])[cH:9][c:10]3[cH:11][n:12][nH:13][c:14]13)[cH:16][cH:17][cH:18][cH:19]2>>[s:1]1[c:2]2[c:3]([cH:4][c:5]1-[c:6]1[cH:7][c:8]([NH:15][S:40]([c:37]3[cH:36][c:34]4[c:33]([cH:39][cH:38]3)[O:32][CH2:31][C:30](=[O:29])[NH:35]4)(=[O:41])=[O:42])[cH:9][c:10]3[cH:11][n:12][nH:13][c:14]13)[cH:16][cH:17][cH:18][cH:19]2. The reactants are C[N+]1([O-])CCOCC1, CC#N, CCOC(C)=O, O=S(=O)(c1ccccc1)n1c(-c2ccccc2)cc(CO)c1Cl. The product is O=Cc1cc(-c2ccccc2)n(S(=O)(=O)c2ccccc2)c1Cl. Reaction SMILES: [CH3:24][N+:25]1([O-:31])[CH2:26][CH2:27][O:28][CH2:29][CH2:30]1.[CH3:32][C:33]#[N:34].[CH3:35][CH2:36][O:37][C:38](=[O:39])[CH3:40].[Cl:1][c:2]1[n:3]([S:15](=[O:16])(=[O:17])[c:18]2[cH:19][cH:20][cH:21][cH:22][cH:23]2)[c:4](-[c:9]2[cH:10][cH:11][cH:12][cH:13][cH:14]2)[cH:5][c:6]1[CH2:7][OH:8]>>[Cl:1][c:2]1[n:3]([S:15](=[O:16])(=[O:17])[c:18]2[cH:19][cH:20][cH:21][cH:22][cH:23]2)[c:4](-[c:9]2[cH:10][cH:11][cH:12][cH:13][cH:14]2)[cH:5][c:6]1[CH:7]=[O:8]. The reactants are OC1=CC=C2C(CC(NC2=C1)=O)(C)C (7-hydroxy-4,4-dimethyl-3,4-dihydro-1H-quinolin-2-one), BrCCCCBr (1,4-dibromobutane), C([O-])([O-])=O.[K+].[K+] (potassium carbonate), O (water). The solvent is CN(C)C=O (DMF). Conditions: temperature 60 celsius, time 6 hour. Yields the product BrCCCCOC1=CC=C2C(CC(NC2=C1)=O)(C)C (7-(4-bromobutoxy)-4,4-dimethyl-3,4-dihydro-1H-quinolin-2-one). As a reaction SMILES: [OH:1][C:2]1[CH:11]=[C:10]2[C:5]([C:6]([CH3:14])([CH3:13])[CH2:7][C:8](=[O:12])[NH:9]2)=[CH:4][CH:3]=1.[Br:15][CH2:16][CH2:17][CH2:18][CH2:19]Br.C(=O)([O-])[O-].[K+].[K+].O>CN(C=O)C>[Br:15][CH2:16][CH2:17][CH2:18][CH2:19][O:1][C:2]1[CH:11]=[C:10]2[C:5]([C:6]([CH3:14])([CH3:13])[CH2:7][C:8](=[O:12])[NH:9]2)=[CH:4][CH:3]=1 |f:2.3.4|. Procedure: To a solution (20 ml) of 7-hydroxy-4,4-dimethyl-3,4-dihydro-1H-quinolin-2-one (0.4 g) in DMF were added 1,4-dibromobutane (0.75 ml) and potassium carbonate (0.35 g) and the mixture was stirred at 60° C. for 6 hr. After cooling to room temperature, water was added to the reaction mixture and the mixture was extracted with ethyl acetate. The organic layer was washed with water, dried over magnesium sulfate, and concentrated under reduced pressure. The residue was purified by silica gel column chro... The reactants are C(C)(=O)O[C@H]1[C@H](OC2=CC(=CC=C2)I)SC[C@H]([C@@H]1OC(C)=O)OC(C)=O (3-iodophenyl 2,3,4-tri-O-acetyl-5-thio-β-D-xylopyranoside), N1=CC(=CC=C1)B(O)O (3-pyridineboronic acid). The product is C(C)(=O)O[C@H]1[C@H](OC2=CC(=CC=C2)C=2C=NC=CC2)SC[C@H]([C@@H]1OC(C)=O)OC(C)=O (3-(3-Pyridinyl)phenyl 2,3,4-tri-O-acetyl-5-thio-β-D-xylopyranoside). Yield: 66.0%. Reaction SMILES: [C:1]([O:4][C@@H:5]1[C@@H:18]([O:19][C:20](=[O:22])[CH3:21])[C@H:17]([O:23][C:24](=[O:26])[CH3:25])[CH2:16][S:15][C@H:6]1[O:7][C:8]1[CH:13]=[CH:12][CH:11]=[C:10](I)[CH:9]=1)(=[O:3])[CH3:2].[N:27]1[CH:32]=[CH:31][CH:30]=[C:29](B(O)O)[CH:28]=1>>[C:1]([O:4][C@@H:5]1[C@@H:18]([O:19][C:20](=[O:22])[CH3:21])[C@H:17]([O:23][C:24](=[O:26])[CH3:25])[CH2:16][S:15][C@H:6]1[O:7][C:8]1[CH:13]=[CH:12][CH:11]=[C:10]([C:29]2[CH:28]=[N:27][CH:32]=[CH:31][CH:30]=2)[CH:9]=1)(=[O:3])[CH3:2]. Procedure details: By carrying out the operation analogously to example 3, starting from 3-iodophenyl 2,3,4-tri-O-acetyl-5-thio-β-D-xylopyranoside, obtained according to preparation I, and 3-pyridineboronic acid, the expected product is obtained in the form of a light brown powder with a yield of 66%. Starting materials: CC(=O)OC1Cc2cccc(-c3ccccc3)c2C1, CCO, [K+], [OH-], O. Product: OC1Cc2cccc(-c3ccccc3)c2C1. RXN SMILES: [C:1](=[O:2])([CH3:3])[O:4][CH:5]1[CH2:6][c:7]2[cH:8][cH:9][cH:10][c:11](-[c:14]3[cH:15][cH:16][cH:17][cH:18][cH:19]3)[c:12]2[CH2:13]1.[CH3:22][CH2:23][OH:24].[K+:21].[OH-:20].[OH2:25]>>[OH:4][CH:5]1[CH2:6][c:7]2[cH:8][cH:9][cH:10][c:11](-[c:14]3[cH:15][cH:16][cH:17][cH:18][cH:19]3)[c:12]2[CH2:13]1. Starting materials: BrCc1ccccc1, O=C([O-])[O-], CC(C)=O, [K+], [K+], CC(=O)Nc1nc2c(Oc3cc(-c4ccc(C(F)(F)F)cc4O)ncn3)cccc2s1. Product: CC(=O)Nc1nc2c(Oc3cc(-c4ccc(C(F)(F)F)cc4OCc4ccccc4)ncn3)cccc2s1. Reaction SMILES: [Br:38][CH2:39][c:40]1[cH:41][cH:42][cH:43][cH:44][cH:45]1.[C:32](=[O:33])([O-:34])[O-:35].[CH3:46][C:47](=[O:48])[CH3:49].[K+:36].[K+:37].[OH:1][c:2]1[c:3](-[c:12]2[cH:13][c:14]([O:18][c:19]3[cH:20][cH:21][cH:22][c:23]4[c:24]3[n:25][c:26]([NH:28][C:29]([CH3:30])=[O:31])[s:27]4)[n:15][cH:16][n:17]2)[cH:4][cH:5][c:6]([C:8]([F:9])([F:10])[F:11])[cH:7]1>>[O:1]([c:2]1[c:3](-[c:12]2[cH:13][c:14]([O:18][c:19]3[cH:20][cH:21][cH:22][c:23]4[c:24]3[n:25][c:26]([NH:28][C:29]([CH3:30])=[O:31])[s:27]4)[n:15][cH:16][n:17]2)[cH:4][cH:5][c:6]([C:8]([F:9])([F:10])[F:11])[cH:7]1)[CH2:39][c:40]1[cH:41][cH:42][cH:43][cH:44][cH:45]1. Reactants: ClC=1C=C(N)C=CC1C1=CCC2(OCCO2)CC1 (3-chloro-4-(1,4-dioxaspiro[4.5]dec-7-en-8-yl)aniline), C(C)(=O)OCC (ethyl acetate). The reagents and catalysts are [Pt]=O (platinum oxide), [Pt]=O (Platinum oxide). Reaction conditions: time 9 hour. The product is ClC=1C=C(C=CC1C1CCC2(OCCO2)CC1)NC(OCC1=CC=CC=C1)=O (Benzyl [3-chloro-4-(1,4-dioxaspiro[4.5]dec-8-yl)phenyl]carbamate). As a reaction SMILES: [Cl:1][C:2]1[CH:3]=[C:4]([CH:6]=[CH:7][C:8]=1[C:9]1[CH2:18][CH2:17][C:12]2([O:16][CH2:15][CH2:14][O:13]2)[CH2:11][CH:10]=1)[NH2:5].[C:19]([O:22][CH2:23][CH3:24])(=[O:21])C>[Pt]=O>[Cl:1][C:2]1[CH:3]=[C:4]([NH:5][C:19](=[O:21])[O:22][CH2:23][C:24]2[CH:4]=[CH:3][CH:2]=[CH:8][CH:7]=2)[CH:6]=[CH:7][C:8]=1[CH:9]1[CH2:18][CH2:17][C:12]2([O:13][CH2:14][CH2:15][O:16]2)[CH2:11][CH2:10]1. Procedure details: Platinum oxide (250 mg) was added in one portion to a stirred solution of 3-chloro-4-(1,4-dioxaspiro[4.5]dec-7-en-8-yl)aniline (3.4 g, 12.8 mmol) in ethyl acetate (50 mL) and the mixture was stirred at room temperature under a hydrogen atmosphere for 9 h. A further portion of platinum oxide (250 mg) was added in one portion and the mixture was stirred for 8 h at room temperature under a hydrogen atmosphere. The reaction mixture was filtered and concentrated in vacuo to leave the cyclohexane-anil...